The task is: describe an organic reaction: reactants, conditions, products, and yield. This data is from the Open Reaction Database (ORD), a public repository of structured organic reaction records. Yields the product Nc1nc2nccc(-c3ccc(O)cc3)n2n1. The reactants are Nc1nc2nccc(-c3ccc(OCc4ccccc4)cc3)n2n1, CC(=O)O, Cl. As a reaction SMILES: [CH2:2]([c:3]1[cH:4][cH:5][cH:6][cH:7][cH:8]1)[O:9][c:10]1[cH:11][cH:12][c:13](-[c:16]2[cH:17][cH:18][n:19][c:20]3[n:21]2[n:22][c:23]([NH2:25])[n:24]3)[cH:14][cH:15]1.[CH3:26][C:27](=[O:28])[OH:29].[ClH:1]>>[OH:9][c:10]1[cH:11][cH:12][c:13](-[c:16]2[cH:17][cH:18][n:19][c:20]3[n:21]2[n:22][c:23]([NH2:25])[n:24]3)[cH:14][cH:15]1.